Dataset: the Open Reaction Database (ORD), a public repository of structured organic reaction records. Task: describe an organic reaction: reactants, conditions, products, and yield Starting materials: CN1CCCC(CCl)C1, [Mg]. The product is [Cl-], CN1CCCC(C[Mg+])C1. As a reaction SMILES: [CH3:2][N:3]1[CH2:4][CH:5]([CH2:9][Cl:10])[CH2:6][CH2:7][CH2:8]1.[Mg:1]>>[Cl-:10].[Mg+:1][CH2:9][CH:5]1[CH2:4][N:3]([CH3:2])[CH2:8][CH2:7][CH2:6]1. The reactants are CC1(COC(OC1)C(C)[C@H]1CC[C@H]2[C@@H]3C=C[C@]4(C[C@H](C[C@@H]([C@]4(C)[C@H]3CC[C@]12C)O)O[Si](C)(C)C(C)(C)C)O)C (20-(5,5-dimethyl-1,3-dioxan-2-yl)-3β-(tert-butyldimethylsilyl)oxypregn-6-ene-1α,5α-diol), O1C(OCC1)C(C)[C@H]1CC[C@H]2[C@@H]3C=C[C@]4(C[C@H](C[C@@H]([C@]4(C)[C@H]3CC[C@]12C)O)O)O (20-(1,3-dioxolan-2-yl)pregn-6-ene-1α,3β,5α-triol). The product is CC1(COC(OC1)C(C)[C@H]1CC[C@H]2[C@@H]3C=C[C@]4(C[C@H](C[C@@H]([C@]4(C)[C@H]3CC[C@]12C)OCOC)O[Si](C)(C)C(C)(C)C)O)C (20-(5,5-dimethyl-1,3-dioxan-2-yl)-3β-(tertbutyldimethylsilyl)oxy-1α-(methoxymethyl)oxypregn-6-en-5α-ol). The yield is 74.2%. As a reaction SMILES: [CH3:1][C:2]1([CH3:39])[CH2:7][O:6][CH:5]([CH:8]([C@@H:10]2[C@:27]3([CH3:28])[C@H:13]([C@H:14]4[C@H:24]([CH2:25][CH2:26]3)[C@:22]3([CH3:23])[C@:17]([OH:38])([CH2:18][C@@H:19]([O:30][Si:31]([C:34]([CH3:37])([CH3:36])[CH3:35])([CH3:33])[CH3:32])[CH2:20][C@@H:21]3[OH:29])[CH:16]=[CH:15]4)[CH2:12][CH2:11]2)[CH3:9])[O:4][CH2:3]1.[O:40]1[CH2:44]CO[CH:41]1C([C@@H]1[C@]2(C)[C@H]([C@H]3[C@H](CC2)[C@]2(C)[C@](O)(C[C@@H](O)C[C@@H]2O)C=C3)CC1)C>>[CH3:39][C:2]1([CH3:1])[CH2:7][O:6][CH:5]([CH:8]([C@@H:10]2[C@:27]3([CH3:28])[C@H:13]([C@H:14]4[C@H:24]([CH2:25][CH2:26]3)[C@:22]3([CH3:23])[C@:17]([OH:38])([CH2:18][C@@H:19]([O:30][Si:31]([C:34]([CH3:37])([CH3:36])[CH3:35])([CH3:33])[CH3:32])[CH2:20][C@@H:21]3[O:29][CH2:41][O:40][CH3:44])[CH:16]=[CH:15]4)[CH2:12][CH2:11]2)[CH3:9])[O:4][CH2:3]1. Procedure: The reaction and workup procedures of Example 110 were repeated except that 400 mg of 20-(5,5-dimethyl-1,3-dioxan-2-yl)-3β-(tert-butyldimethylsilyl)oxypregn-6-ene-1α,5α-diol was used in lieu of 400 mg of 20-(1,3-dioxolan-2-yl)pregn-6-ene-1α,3β,5α-triol to give 320 mg of 20-(5,5-dimethyl-1,3-dioxan-2-yl)-3β-(tertbutyldimethylsilyl)oxy-1α-(methoxymethyl)oxypregn-6-en-5α-ol showing the following physical properties. The reactants are C(C)OC(=O)C=1C=CN2CCCCC12 (5,6,7,8-tetrahydro-indolizine-1-carboxylic acid ethyl ester), O (water), [OH-].[K+] (potassium hydroxide), O (water), Cl (hydrochloric acid). The solvent is CO (methanol). Product: C=1(C=CN2CCCCC12)C(=O)O (5,6,7,8-tetrahydro-indolizine-1-carboxylic acid). Yield: 78.9%. RXN SMILES: C([O:3][C:4]([C:6]1[CH:7]=[CH:8][N:9]2[C:14]=1[CH2:13][CH2:12][CH2:11][CH2:10]2)=[O:5])C.O.[OH-].[K+].Cl>CO>[C:6]1([C:4]([OH:5])=[O:3])[CH:7]=[CH:8][N:9]2[C:14]=1[CH2:13][CH2:12][CH2:11][CH2:10]2 |f:2.3|. Procedure details: To a solution of 5,6,7,8-tetrahydro-indolizine-1-carboxylic acid ethyl ester (2b) (3.0 g, 15.5 mmol) in methanol (46 ml) was added water (23 ml) and potassium hydroxide (6.4 g, 97 mmol) and the mixture was stirred at reflux until complete conversion according to LC/MS (ca. 3 h). 160 ml water was added the mixture was acidified with excess hydrochloric acid. The forming precipitate was filtered off, washed once with water and dried in vacuo to give 2.02 g (79%) of 5,6,7,8-tetrahydro-indolizine-1-... Starting materials: C(C)(C)(C)C=1C=C(C=C(C1O)C(C)(C)C)CCC(=O)OC (methyl 3-(3,5-di-tert-butyl-4-hydroxyphenyl)propionate), C(CCCCCCCCCCCCCCCCC)O (octadecyl alcohol), C(CCC)[Sn]=O (monobutyltin oxide), solution, [Si]([O-])([O-])([O-])[O-].[Mg+2].[Mg+2] (magnesium silicate). Run at temperature 60 celsius, time 0.5 hour. Yields the product C(C)(C)(C)C=1C=C(C=C(C1O)C(C)(C)C)CCC(=O)OCCCCCCCCCCCCCCCCCC (Octadecyl 3-(3,5-di-tertbutyl-4-hydroxyphenyl)-propionate). As a reaction SMILES: [C:1]([C:5]1[CH:6]=[C:7]([CH2:16][CH2:17][C:18]([O:20][CH3:21])=[O:19])[CH:8]=[C:9]([C:12]([CH3:15])([CH3:14])[CH3:13])[C:10]=1[OH:11])([CH3:4])([CH3:3])[CH3:2].[CH2:22](O)[CH2:23][CH2:24][CH2:25][CH2:26][CH2:27][CH2:28][CH2:29][CH2:30][CH2:31][CH2:32][CH2:33][CH2:34][CH2:35][CH2:36][CH2:37][CH2:38]C.C([Sn]=O)CCC.[Si]([O-])([O-])([O-])[O-].[Mg+2].[Mg+2]>>[C:1]([C:5]1[CH:6]=[C:7]([CH2:16][CH2:17][C:18]([O:20][CH2:21][CH2:38][CH2:37][CH2:36][CH2:35][CH2:34][CH2:33][CH2:32][CH2:31][CH2:30][CH2:29][CH2:28][CH2:27][CH2:26][CH2:25][CH2:24][CH2:23][CH3:22])=[O:19])[CH:8]=[C:9]([C:12]([CH3:13])([CH3:14])[CH3:15])[C:10]=1[OH:11])([CH3:2])([CH3:3])[CH3:4] |f:3.4.5,^1:41|. Procedure: Octadecyl 3-(3,5-di-tertbutyl-4-hydroxyphenyl)-propionate was prepared from 124.8 g (0.427 mole) of methyl 3-(3,5-di-tert-butyl-4-hydroxyphenyl)propionate, 88.8 g (0.328 mole) of octadecyl alcohol and 0.13 g (0.0007 mole) of monobutyltin oxide. To the solution (214 g) of it was added 35 g of synthetic magnesium silicate (manufactured by Mizusawa Chemical Co.), and the solution was stirred at 60° C. for 0.5 hour. The organic layer wa separated by filtration. The residual tin content was 3 ppm (re...